From a dataset of the Open Reaction Database (ORD), a public repository of structured organic reaction records. describe an organic reaction: reactants, conditions, products, and yield Starting materials: BrC=1C(=NC=C(C(=O)NC2=CC=C(C=C2)SC(F)(F)Cl)C1)N1C[C@@H](CC1)O ((R)-5-bromo-N-(4-((chlorodifluoromethyl)thio)phenyl)-6-(3-hydroxypyrrolidin-1-yl)nicotinamide), O1C(CCCC1)N1N=CC=C1B1OC(C(O1)(C)C)(C)C (1-(tetrahydro-2H-pyran-2-yl)-5-(4,4,5,5-tetramethyl-1,3,2-dioxaborolan-2-yl)-1H-pyrazole). Product: ClC(SC1=CC=C(C=C1)NC(C1=CN=C(C(=C1)C1=CC=NN1)N1C[C@@H](CC1)O)=O)(F)F ((R)—N-(4-((Chlorodifluoromethyl)thio)phenyl)-6-(3-hydroxypyrrolidin-1-yl)-5-(1H-pyrazol-5-yl)nicotinamide). Reaction SMILES: Br[C:2]1[C:3]([N:22]2[CH2:26][CH2:25][C@@H:24]([OH:27])[CH2:23]2)=[N:4][CH:5]=[C:6]([CH:21]=1)[C:7]([NH:9][C:10]1[CH:15]=[CH:14][C:13]([S:16][C:17]([Cl:20])([F:19])[F:18])=[CH:12][CH:11]=1)=[O:8].O1CCCCC1[N:34]1[C:38](B2OC(C)(C)C(C)(C)O2)=[CH:37][CH:36]=[N:35]1>>[Cl:20][C:17]([F:19])([F:18])[S:16][C:13]1[CH:14]=[CH:15][C:10]([NH:9][C:7](=[O:8])[C:6]2[CH:21]=[C:2]([C:36]3[NH:35][N:34]=[CH:38][CH:37]=3)[C:3]([N:22]3[CH2:26][CH2:25][C@@H:24]([OH:27])[CH2:23]3)=[N:4][CH:5]=2)=[CH:11][CH:12]=1. Reported procedure: The title compound was prepared in an analogous fashion to that described in Example 8 using (R)-5-bromo-N-(4-((chlorodifluoromethyl)thio)phenyl)-6-(3-hydroxypyrrolidin-1-yl)nicotinamide (Stage 18.1) and 1-(tetrahydro-2H-pyran-2-yl)-5-(4,4,5,5-tetramethyl-1,3,2-dioxaborolan-2-yl)-1H-pyrazole to afford an off-white solid. HPLC (Condition 4) tR=4.94 min, UPLC-MS (Condition 3) tR=0.99 min, m/z=466.3 [M+H]+; 1H-NMR (400 MHz, DMSO-d6) δ ppm 1.65-1.88 (m, 2H) 2.86-2.99 (m, 1H) 3.19-3.33 (m, 2H) 3.36-3... The reactants are N#CCc1ccccc1, CO, O=Cc1ccccc1. Product: N#CC(=Cc1ccccc1)c1ccccc1. As a reaction SMILES: [CH2:1]([c:2]1[cH:3][cH:4][cH:5][cH:6][cH:7]1)[C:8]#[N:9].[CH3:18][OH:19].[CH:10](=[O:11])[c:12]1[cH:13][cH:14][cH:15][cH:16][cH:17]1>>[C:1]([c:2]1[cH:3][cH:4][cH:5][cH:6][cH:7]1)([C:8]#[N:9])=[CH:10][c:12]1[cH:13][cH:14][cH:15][cH:16][cH:17]1. The reactants are O=C1NOC(=C1)[C@H]1C[C@@H](N(CC1)C(=O)OC)CC1=CC(=C(C(=C1)F)F)F (Trans-methyl 4-(3-oxo-2,3-dihydroisoxazol-5-yl)-2-(3,4,5-trifluorobenzyl)piperidine-1-carboxylate), Br (hydrogen bromide). The product is FC=1C=C(C[C@@H]2NCC[C@H](C2)C2=CC(NO2)=O)C=C(C1F)F (5-(trans-2-(3,4,5-trifluorobenzyl)piperidin-4-yl)isoxazol-3(2H)-one). The yield is 21.5%. As a reaction SMILES: [O:1]=[C:2]1[CH:6]=[C:5]([C@@H:7]2[CH2:12][CH2:11][N:10](C(OC)=O)[C@@H:9]([CH2:17][C:18]3[CH:23]=[C:22]([F:24])[C:21]([F:25])=[C:20]([F:26])[CH:19]=3)[CH2:8]2)[O:4][NH:3]1.Br>>[F:26][C:20]1[CH:19]=[C:18]([CH:23]=[C:22]([F:24])[C:21]=1[F:25])[CH2:17][C@H:9]1[CH2:8][C@H:7]([C:5]2[O:4][NH:3][C:2](=[O:1])[CH:6]=2)[CH2:12][CH2:11][NH:10]1. Procedure details: Trans-methyl 4-(3-oxo-2,3-dihydroisoxazol-5-yl)-2-(3,4,5-trifluorobenzyl)piperidine-1-carboxylate (111 mg, 0.3 mmol) was stirred in hydrogen bromide (33% in AcOH, 2 mL, 86.51 mmol) for 18 h. The reaction mixture was evaporated in vacuo and the residue purified by preparative HPLC (Instrument: FractionLynx II, Mobilphase: gradient 5-95% MeCN in 0.2% NH3, pH10, Column: Xbridge Prep C18 5 μm OBD 19*150 mm) to yield 5-(trans-2-(3,4,5-trifluorobenzyl)piperidin-4-yl)isoxazol-3(2H)-one (20.17 mg, 21.5%... The product is CC(C)c1ccc(-c2nccc(N(CC(=O)OC(C)(C)C)Cc3cccs3)n2)cc1. RXN SMILES: [C:23]([CH3:24])([CH3:25])([CH3:26])[O:27][C:28]([CH2:29][Br:30])=[O:31].[CH2:32]1[O:33][CH2:34][CH2:35][CH2:36]1.[CH:1]([CH3:2])([CH3:3])[c:4]1[cH:5][cH:6][c:7](-[c:10]2[n:11][cH:12][cH:13][c:14]([NH:16][CH2:17][c:18]3[s:19][cH:20][cH:21][cH:22]3)[n:15]2)[cH:8][cH:9]1>>[CH:1]([CH3:2])([CH3:3])[c:4]1[cH:5][cH:6][c:7](-[c:10]2[n:11][cH:12][cH:13][c:14]([N:16]([CH2:17][c:18]3[s:19][cH:20][cH:21][cH:22]3)[CH2:29][C:28]([O:27][C:23]([CH3:24])([CH3:25])[CH3:26])=[O:31])[n:15]2)[cH:8][cH:9]1. Reactants: CC(C)(C)OC(=O)CBr, C1CCOC1, CC(C)c1ccc(-c2nccc(NCc3cccs3)n2)cc1. Starting materials: [BH4-], C1CCOC1, COc1ccc(F)cc1-c1nc2c(Cl)cccc2cc1C=O, ClC(Cl)Cl, [N-]=[N+]=[N-], [Na+], [Na+], O, O=S(Cl)Cl. Product: COc1ccc(F)cc1-c1nc2c(Cl)cccc2cc1CN=[N+]=[N-]. Reaction SMILES: [BH4-:23].[CH2:33]1[O:34][CH2:35][CH2:36][CH2:37]1.[Cl:1][c:2]1[cH:3][cH:4][cH:5][c:6]2[cH:7][c:8]([CH:21]=[O:22])[c:9](-[c:12]3[c:13]([O:19][CH3:20])[cH:14][cH:15][c:16]([F:18])[cH:17]3)[n:10][c:11]12.[Cl:39][CH:40]([Cl:41])[Cl:42].[N-:30]=[N+:31]=[N-:32].[Na+:24].[Na+:29].[OH2:38].[S:25]([Cl:26])([Cl:27])=[O:28]>>[Cl:1][c:2]1[cH:3][cH:4][cH:5][c:6]2[cH:7][c:8]([CH2:21][N:30]=[N+:31]=[N-:32])[c:9](-[c:12]3[c:13]([O:19][CH3:20])[cH:14][cH:15][c:16]([F:18])[cH:17]3)[n:10][c:11]12. Reactants: S1C=C(C=C1)C=O (thiophene-3-carbaldehyde), C[Si](C)(C)[N-][Si](C)(C)C.[K+] (Potassium bis(trimethylsilyl)amide), C1COCCOCCOCCOCCOCCO1 (18-Crown-6), C(C)OC(CP(=O)(OCC(F)(F)F)OCC(F)(F)F)=O ([Bis-(2,2,2 trifluoro-ethoxy)-phosphoryl]-acetic acid ethyl ester). Solvent: C1CCOC1 (THF). Conditions: time 3 hour. Product: C(C)OC(C=CC1=CSC=C1)=O (3-Thiophen-3-yl-acrylic acid ethyl ester). The yield is 75.2%. RXN SMILES: C[Si]([N-][Si](C)(C)C)(C)C.[K+].C1OCCOCCOCCOCCOCCOC1.[CH2:29]([O:31][C:32](=[O:48])[CH2:33]P(OCC(F)(F)F)(OCC(F)(F)F)=O)[CH3:30].[S:49]1[CH:53]=[CH:52][C:51]([CH:54]=O)=[CH:50]1>C1COCC1>[CH2:29]([O:31][C:32](=[O:48])[CH:33]=[CH:54][C:51]1[CH:52]=[CH:53][S:49][CH:50]=1)[CH3:30] |f:0.1|. Procedure: Potassium bis(trimethylsilyl)amide (3.92 g, 19.7 mol) was added to a solution of 18-Crown-6 (9.95 g, 37.6 mmol) and [Bis-(2,2,2 trifluoro-ethoxy)-phosphoryl]-acetic acid ethyl ester (6.54 g, 19.7 mmol) in dry THF (200 mL) at −78° C. After 30 minutes of stirring at this temperature, thiophene-3-carbaldehyde (2.0 g, 19.7 mmol) was added and the reaction was stirred for 3 hours at −780C after which the reaction was quenched with saturated ammonium chloride (200 mL). The reaction mixture was allowed... Starting materials: CSC=1SC(C(N1)=O)=CC=1C=C2C(=C(C=NC2=CC1)C#N)C1=CC=CC=C1 (6-(2-methylsulfanyl-4-oxo-4H-thiazol-5-ylidenemethyl)-4-phenyl-quinoline-3-carbonitrile), N (ammonia). Run in CO (methanol). Product: NC=1S\C(\C(N1)=O)=C/C=1C=C2C(=C(C=NC2=CC1)C#N)C1=CC=CC=C1 (6-[2-amino-4-oxo-4H-thiazol-(5Z)-ylidenemethyl]-4-phenyl-quinoline-3-carbonitrile). As a reaction SMILES: CS[C:3]1[S:4][C:5](=[CH:9][C:10]2[CH:11]=[C:12]3[C:17](=[CH:18][CH:19]=2)[N:16]=[CH:15][C:14]([C:20]#[N:21])=[C:13]3[C:22]2[CH:27]=[CH:26][CH:25]=[CH:24][CH:23]=2)[C:6](=[O:8])[N:7]=1.[NH3:28]>CO>[NH2:28][C:3]1[S:4]/[C:5](=[CH:9]\[C:10]2[CH:11]=[C:12]3[C:17](=[CH:18][CH:19]=2)[N:16]=[CH:15][C:14]([C:20]#[N:21])=[C:13]3[C:22]2[CH:27]=[CH:26][CH:25]=[CH:24][CH:23]=2)/[C:6](=[O:8])[N:7]=1. Procedure details: Similar procedure as described in example 41c was used, starting from 6-(2-methylsulfanyl-4-oxo-4H-thiazol-5-ylidenemethyl)-4-phenyl-quinoline-3-carbonitrile (example 62e), and ammonia in methanol to give 6-[2-amino-4-oxo-4H-thiazol-(5Z)-ylidenemethyl]-4-phenyl-quinoline-3-carbonitrile. LC-MS m/e 357 (MH+).